Dataset: the Open Reaction Database (ORD), a public repository of structured organic reaction records. Task: describe an organic reaction: reactants, conditions, products, and yield Reactants: [Si](C)(C)(C(C)(C)C)OC=1C=C(C(=O)NNC([C@@H]([C@H](C)O[Si](C)(C)C(C)(C)C)NC2=C(C(=C(C=C2)C#N)Cl)C)=O)C=CC1F (3-(tert-butyldimethylsilyloxy)-N′-((2R,3S)-3-(tert-butyldimethylsilyloxy)-2-(3-chloro-4-cyano-2-methylphenylamino)butanoyl)-4-fluorobenzohydrazide), PPh3 I2 TEA, C(Cl)Cl (DCM), C1(=CC=CC=C1)P(C1=CC=CC=C1)C1=CC=CC=C1 (Triphenylphosphine), C(Cl)Cl (DCM), II (I2), TEA. Yields the product [Si](C)(C)(C(C)(C)C)O[C@H]([C@H](C=1OC(=NN1)C1=CC(=C(C=C1)F)O[Si](C)(C)C(C)(C)C)NC1=C(C(=C(C#N)C=C1)Cl)C)C (4-((1R,2S)-2-(tert-Butyldimethylsilyloxy)-1-(5-(3-(tert-butyldimethylsilyloxy)-4-fluorophenyl)-1,3,4-oxadiazol-2-yl)propylamino)-2-chloro-3-methylbenzonitrile). As a reaction SMILES: C1(P(C2C=CC=CC=2)C2C=CC=CC=2)C=CC=CC=1.II.[Si:22]([O:29][C:30]1[CH:31]=[C:32]([CH:61]=[CH:62][C:63]=1[F:64])[C:33]([NH:35][NH:36][C:37](=[O:60])[C@H:38]([NH:49][C:50]1[CH:55]=[CH:54][C:53]([C:56]#[N:57])=[C:52](Cl)[C:51]=1C)[C@@H:39]([O:41][Si:42]([C:45]([CH3:48])([CH3:47])[CH3:46])([CH3:44])[CH3:43])[CH3:40])=O)([C:25]([CH3:28])([CH3:27])[CH3:26])([CH3:24])[CH3:23].[CH2:65]([Cl:67])Cl>>[Si:42]([O:41][C@@H:39]([CH3:40])[C@@H:38]([NH:49][C:50]1[CH:51]=[CH:52][C:53]([C:56]#[N:57])=[C:65]([Cl:67])[C:55]=1[CH3:54])[C:37]1[O:60][C:33]([C:32]2[CH:61]=[CH:62][C:63]([F:64])=[C:30]([O:29][Si:22]([C:25]([CH3:26])([CH3:27])[CH3:28])([CH3:23])[CH3:24])[CH:31]=2)=[N:35][N:36]=1)([C:45]([CH3:48])([CH3:46])[CH3:47])([CH3:44])[CH3:43]. Procedure details: Triphenylphosphine (33 mg, 1.26 mmol) was dissolved in 25 mL of DCM followed by addition of I2 (321 mg, 1.26 mmol) and TEA (256 mg, 2.53 mmol) at 0° C. 3-(tert-butyldimethylsilyloxy)-N′-((2R,3S)-3-(tert-butyldimethylsilyloxy)-2-(3-chloro-4-cyano-2-methylphenylamino)butanoyl)-4-fluorobenzohydrazide (410 mg, 0.631 mmol) in 15 mL DCM was added to the pre-cooled solution mixture of PPh3/I2/TEA system and stirred. The temperature was allowed to rise to room temperature and stirred for additional 10 m... Reactants: BrB(Br)Br, ClCCl, Cl, COc1cc(F)c(N2C(=O)c3ccccc3C2=O)cc1S(=O)(=O)N1CCCCc2ccccc21. Product: O=C1c2ccccc2C(=O)N1c1cc(S(=O)(=O)N2CCCCc3ccccc32)c(O)cc1F. Reaction SMILES: [B:35]([Br:36])([Br:37])[Br:38].[CH2:40]([Cl:41])[Cl:42].[ClH:39].[F:1][c:2]1[c:3]([N:24]2[C:25](=[O:34])[c:26]3[cH:27][cH:28][cH:29][cH:30][c:31]3[C:32]2=[O:33])[cH:4][c:5]([S:10](=[O:11])(=[O:12])[N:13]2[CH2:14][CH2:15][CH2:16][CH2:17][c:18]3[c:19]2[cH:20][cH:21][cH:22][cH:23]3)[c:6]([O:8][CH3:9])[cH:7]1>>[F:1][c:2]1[c:3]([N:24]2[C:25](=[O:34])[c:26]3[cH:27][cH:28][cH:29][cH:30][c:31]3[C:32]2=[O:33])[cH:4][c:5]([S:10](=[O:11])(=[O:12])[N:13]2[CH2:14][CH2:15][CH2:16][CH2:17][c:18]3[c:19]2[cH:20][cH:21][cH:22][cH:23]3)[c:6]([OH:8])[cH:7]1. Reactants: O, O=C(O)c1ccccc1, O=[Se]1CNc2ccccc21. Yields the product O=C(c1ccccc1)c1ccc2c(c1)[Se](=O)CN2. Reaction SMILES: [OH2:20].[OH:11][C:12](=[O:13])[c:14]1[cH:15][cH:16][cH:17][cH:18][cH:19]1.[Se:1]1(=[O:10])[CH2:2][NH:3][c:4]2[c:5]1[cH:6][cH:7][cH:8][cH:9]2>>[Se:1]1(=[O:10])[CH2:2][NH:3][c:4]2[c:5]1[cH:6][c:7]([C:12](=[O:11])[c:14]1[cH:15][cH:16][cH:17][cH:18][cH:19]1)[cH:8][cH:9]2. The reactants are CS(=O)(=O)OCCC(C(=O)OC(C)(C)C)C1(C(N(CC1)CCC1=CC=CC=C1)=O)CC(C)C (tert-butyl α-[2-(methanesulfonyloxy)ethyl]-3-(2-methylpropyl)-2-oxo-1-(2-phenylethyl)-3-pyrrolidineacetate), [H-].[Na+] (Sodium hydride), S1C(=CC=C1)S (thiophenethiol), CN(C)C=O (DMF). The solvent is C1CCOC1 (THF), C1CCOC1 (THF). Conditions: temperature 0 celsius, time 30 minute. The product is CC(CC1(C(N(CC1)CCC1=CC=CC=C1)=O)C(C(=O)OC(C)(C)C)CCSC=1SC=CC1)C (tert-Butyl 3-(2-Methylpropyl)-2-oxo-1-(2-phenylethyl)-α-[2-(2-thienylthio)ethyl]-3-pyrrolidineacetate). The yield is 70.5%. Reaction SMILES: [H-].[Na+].[S:3]1[CH:7]=[CH:6][CH:5]=[C:4]1[SH:8].CN(C=O)C.CS(O[CH2:19][CH2:20][CH:21]([C:29]1([CH2:43][CH:44]([CH3:46])[CH3:45])[CH2:33][CH2:32][N:31]([CH2:34][CH2:35][C:36]2[CH:41]=[CH:40][CH:39]=[CH:38][CH:37]=2)[C:30]1=[O:42])[C:22]([O:24][C:25]([CH3:28])([CH3:27])[CH3:26])=[O:23])(=O)=O>C1COCC1>[CH3:45][CH:44]([CH3:46])[CH2:43][C:29]1([CH:21]([CH2:20][CH2:19][S:8][C:4]2[S:3][CH:7]=[CH:6][CH:5]=2)[C:22]([O:24][C:25]([CH3:28])([CH3:27])[CH3:26])=[O:23])[CH2:33][CH2:32][N:31]([CH2:34][CH2:35][C:36]2[CH:37]=[CH:38][CH:39]=[CH:40][CH:41]=2)[C:30]1=[O:42] |f:0.1|. Procedure details: Sodium hydride (60%, 41 mg, 1.0 mmol) is added to a solution of thiophenethiol (118 mg, 1.02 mmol), THF (25 mL) and DMF (25 mL) at 0° C. The mixture is stirred for 30 minutes at 0° C. and a solution of tert-butyl α-[2-(methanesulfonyloxy)ethyl]-3-(2-methylpropyl)-2-oxo-1-(2-phenylethyl)-3-pyrrolidineacetate (490 mg, 1.02 mmol) in THF (15 mL) is added. The solution is allowed to warm slowly and is stirred at room temperature overnight. Concentration, aqueous workup (EtOAc, MgSO4), and purificatio... Starting materials: [Br-], [Cl-], [Mg+]CCc1ccc(Cl)cc1, CCOC(=O)CF, [NH4+], C1CCOC1. Product: O=C(CF)CCc1ccc(Cl)cc1. Reaction SMILES: [Br-:8].[Cl-:24].[Cl:9][c:10]1[cH:11][cH:12][c:13]([CH2:14][CH2:15][Mg+:16])[cH:17][cH:18]1.[F:1][CH2:2][C:3]([O:5][CH2:4][CH3:6])=[O:7].[NH4+:25].[O:19]1[CH2:20][CH2:21][CH2:22][CH2:23]1>>[F:1][CH2:2][C:3](=[O:5])[CH2:15][CH2:14][c:13]1[cH:12][cH:11][c:10]([Cl:9])[cH:18][cH:17]1. Starting materials: C(=O)(OCC)C=1C=NC2=CC=C(C=C2C1O)C1CCCCCC1 (3-carboethoxy-4-hydroxy-6-cycloheptyl-quinoline), O (water), P(=O)(Cl)(Cl)Cl (phosphorus oxychloride). The product is C(=O)(OCC)C=1C=NC2=CC=C(C=C2C1Cl)C1CCCCCC1 (3-Carboethoxy-4-chloro-6-cycloheptyl-quinoline). RXN SMILES: [C:1]([C:6]1[CH:7]=[N:8][C:9]2[C:14]([C:15]=1O)=[CH:13][C:12]([CH:17]1[CH2:23][CH2:22][CH2:21][CH2:20][CH2:19][CH2:18]1)=[CH:11][CH:10]=2)([O:3][CH2:4][CH3:5])=[O:2].O.P(Cl)(Cl)([Cl:27])=O>>[C:1]([C:6]1[CH:7]=[N:8][C:9]2[C:14]([C:15]=1[Cl:27])=[CH:13][C:12]([CH:17]1[CH2:23][CH2:22][CH2:21][CH2:20][CH2:19][CH2:18]1)=[CH:11][CH:10]=2)([O:3][CH2:4][CH3:5])=[O:2]. Procedure details: A solution of 100 g of 3-carboethoxy-4-hydroxy-6-cycloheptyl-quinoline in 670 ml of phosphorus oxychloride is boiled for 21/2 hours under reflux, with exclusion of water. It is then evaporated to dryness in vacuo, the residue is partitioned between 3 times 500 ml of methylene chloride and 3 times 500 ml of 2 N sodium hydroxide solution and the organic solution is washed until neutral, dried over sodium sulphate and evaporated to dryness in vacuo. The evaporation residue is treated with active ch...